From a dataset of the Open Reaction Database (ORD), a public repository of structured organic reaction records. describe an organic reaction: reactants, conditions, products, and yield The reactants are C(C1=CC=CC=C1)OC1=C(C(=CC(=C1)C(C)(C)C)[N+](=O)[O-])C (2-methyl-3-nitro-5-tert.-butylphenyl benzyl ether), O.NN (hydrazine hydrate). Reagents/catalysts: [Ni] (Raney nickel). The solvent is CO (methanol). Product: C(C1=CC=CC=C1)OC1=C(C(=CC(=C1)C(C)(C)C)N)C (2-Methyl-3-amino-5-tert.-butylphenyl benzyl ether). Reaction SMILES: [CH2:1]([O:8][C:9]1[CH:14]=[C:13]([C:15]([CH3:18])([CH3:17])[CH3:16])[CH:12]=[C:11]([N+:19]([O-])=O)[C:10]=1[CH3:22])[C:2]1[CH:7]=[CH:6][CH:5]=[CH:4][CH:3]=1.O.NN>[Ni].CO>[CH2:1]([O:8][C:9]1[CH:14]=[C:13]([C:15]([CH3:16])([CH3:17])[CH3:18])[CH:12]=[C:11]([NH2:19])[C:10]=1[CH3:22])[C:2]1[CH:3]=[CH:4][CH:5]=[CH:6][CH:7]=1 |f:1.2|. Reported procedure: This is obtained, by reducing 2-methyl-3-nitro-5-tert.-butylphenyl benzyl ether with hydrazine hydrate and Raney nickel in methanol, in the form of a pale brown oil. Starting materials: OC(CN)C=1N=C(SC1)C(F)(F)F (2-hydroxy-2-(2-trifluoromethyl-thiazol-4-yl)ethanamine), C(=O)(OC)C=C(C)C1=CC=C(C=C1)CC(C)=O (1-[4-(2-carbomethoxy-1-methylethenyl)phenyl]-propan-2-one). Yields the product C(=O)(OC)C=C(C)C1=CC=C(C=C1)CC(C)NCC(C=1N=C(SC1)C(F)(F)F)O (N-[2-(4-(2-Carbomethoxy-1-methylethenyl)phenyl)-1-methylethyl]-2-hydroxy-2-(2-trifluoromethyl-thiazol-4-yl)ethanamine). Reaction SMILES: [OH:1][CH:2]([C:5]1[N:6]=[C:7]([C:10]([F:13])([F:12])[F:11])[S:8][CH:9]=1)[CH2:3][NH2:4].[C:14]([CH:18]=[C:19]([C:21]1[CH:26]=[CH:25][C:24]([CH2:27][C:28](=O)[CH3:29])=[CH:23][CH:22]=1)[CH3:20])([O:16][CH3:17])=[O:15]>>[C:14]([CH:18]=[C:19]([C:21]1[CH:26]=[CH:25][C:24]([CH2:27][CH:28]([NH:4][CH2:3][CH:2]([OH:1])[C:5]2[N:6]=[C:7]([C:10]([F:13])([F:12])[F:11])[S:8][CH:9]=2)[CH3:29])=[CH:23][CH:22]=1)[CH3:20])([O:16][CH3:17])=[O:15]. Procedure: Prepared analogously to Example 13 by reaction of 2-hydroxy-2-(2-trifluoromethyl-thiazol-4-yl)ethanamine with 1-[4-(2-carbomethoxy-1-methylethenyl)phenyl]-propan-2-one followed by purification of the base on a silica gel column using chloroform/methanol/methanolic ammonia=9.5/0.4/0.1 as eluant.